From a dataset of the Open Reaction Database (ORD), a public repository of structured organic reaction records. describe an organic reaction: reactants, conditions, products, and yield Reactants: OC=1C=NC=CC1NC(=O)C=1SC(=CC1)[N+](=O)[O-] (N-(3-hydroxypyridin-4-yl)-5-nitrothiophene-2-carboxamide), O=P12OP3(=O)OP(=O)(O1)OP(=O)(O2)O3 (P2O5), CC=1C=CC(=CC1)C (p-xylene). The solvent is N1=CC=CC=C1 (pyridine). Run at temperature 160 celsius. The product is [N+](=O)([O-])C1=CC=C(S1)C=1OC=2C=NC=CC2N1 (2-(5-nitrothiophen-2-yl)oxazolo[5,4-c]pyridine). Isolated yield 17.2%. As a reaction SMILES: O[C:2]1[CH:3]=[N:4][CH:5]=[CH:6][C:7]=1[NH:8][C:9]([C:11]1[S:12][C:13]([N+:16]([O-:18])=[O:17])=[CH:14][CH:15]=1)=[O:10].O=P12OP3(OP(OP(O3)(O1)=O)(=O)O2)=O.CC1C=CC(C)=CC=1>N1C=CC=CC=1>[N+:16]([C:13]1[S:12][C:11]([C:9]2[O:10][C:2]3[CH:3]=[N:4][CH:5]=[CH:6][C:7]=3[N:8]=2)=[CH:15][CH:14]=1)([O-:18])=[O:17]. Reported procedure: To a stirred solution of N-(3-hydroxypyridin-4-yl)-5-nitrothiophene-2-carboxamide (1.1 g, 4.1 mmol) in pyridine (5 mL) was added P2O5 (1.2 g, 8.3 mmol) and p-xylene (21 mL). After refluxing at 160° C. overnight, the reaction mixture was concentrated in vacuo and the residue was purified by chromatography on silica gel eluted with 5% of ethyl acetate in CH2Cl2 to give 2-(5-nitrothiophen-2-yl)oxazolo[5,4-c]pyridine as brown solid (174 mg, yield 17%). 1H NMR (400 MHz, CDCl3) δ: 8.97 (1H, s); 8.59 (...